From a dataset of the Open Reaction Database (ORD), a public repository of structured organic reaction records. describe an organic reaction: reactants, conditions, products, and yield Reactants: FC(C(F)F)(OC=1C=C(C=CC1)CNC=1C=C(C#N)C=CC1)F (3-[[[3-(1,1,2,2-tetrafluoroethoxy)-phenyl]methyl]amino]benzonitrile), FC(C1CO1)(F)F (1,1,1-trifluoro-2,3-epoxy-propane), FC(S(=O)(=O)[O-])(F)F.[Yb+3].FC(S(=O)(=O)[O-])(F)F.FC(S(=O)(=O)[O-])(F)F (Ytterbium (III) trifluoromethanesulfonate). Solvent: C(C)#N (acetonitrile). Reaction conditions: temperature 50 celsius. Product: FC(C(F)F)(OC=1C=C(C=CC1)CN(C=1C=C(C#N)C=CC1)CC(C(F)(F)F)O)F (3-[[[3-(1,1,2,2-tetrafluoroethoxy)phenyl]methyl]-(3,3,3-trifluoro-2-hydroxypropyl)amino]benzonitrile). Yield: 75.6%. As a reaction SMILES: [F:1][C:2]([F:23])([O:6][C:7]1[CH:8]=[C:9]([CH2:13][NH:14][C:15]2[CH:16]=[C:17]([CH:20]=[CH:21][CH:22]=2)[C:18]#[N:19])[CH:10]=[CH:11][CH:12]=1)[CH:3]([F:5])[F:4].[F:24][C:25]([F:30])([F:29])[CH:26]1[O:28][CH2:27]1.FC(F)(F)S([O-])(=O)=O.[Yb+3].FC(F)(F)S([O-])(=O)=O.FC(F)(F)S([O-])(=O)=O>C(#N)C>[F:1][C:2]([F:23])([O:6][C:7]1[CH:8]=[C:9]([CH2:13][N:14]([CH2:27][CH:26]([OH:28])[C:25]([F:30])([F:29])[F:24])[C:15]2[CH:16]=[C:17]([CH:20]=[CH:21][CH:22]=2)[C:18]#[N:19])[CH:10]=[CH:11][CH:12]=1)[CH:3]([F:4])[F:5] |f:2.3.4.5|. Procedure: The benzonitrile (1.58 g, 4.88 mmol) from EX-576A and 1,1,1-trifluoro-2,3-epoxy-propane (546 mL, 6.34 mmol) were dissolved in 4 mL of acetonitrile. Ytterbium (III) trifluoromethanesulfonate (304 mg, 0.49 mmol) was added, and the stirred solution was warmed to 50° C. overnight. The reaction was quenched with water and extracted with ether. The ether layer was washed with brine, dried over MgSO4 and evaporated. The crude product was purified by MPLC on silica gel eluting with dichloromethane to gi... Reactants: C(C)(=O)OC1=CC=C(C=C1)C=1C(OC2=CC(=CC=C2C1C)OC(C)=O)=O (3-(4-acetoxyphenyl)-7-acetoxy-4-methylcoumarin), Cl (HCl). Solvent: C1CCOC1 (THF), [OH-].[Na+] (sodium hydroxide). Conditions: time 1 hour. The product is OC1=CC=C(C=C1)C=1C(OC2=CC(=CC=C2C1C)O)=O (3-(4-hydroxyphenyl)-7-hydroxy-4-methylcoumarin). Isolated yield 36.8%. As a reaction SMILES: C([O:4][C:5]1[CH:10]=[CH:9][C:8]([C:11]2[C:12](=[O:26])[O:13][C:14]3[C:19]([C:20]=2[CH3:21])=[CH:18][CH:17]=[C:16]([O:22]C(=O)C)[CH:15]=3)=[CH:7][CH:6]=1)(=O)C.Cl>C1COCC1.[OH-].[Na+]>[OH:4][C:5]1[CH:6]=[CH:7][C:8]([C:11]2[C:12](=[O:26])[O:13][C:14]3[C:19]([C:20]=2[CH3:21])=[CH:18][CH:17]=[C:16]([OH:22])[CH:15]=3)=[CH:9][CH:10]=1 |f:3.4|. Procedure details: A suspension of 3-(4-acetoxyphenyl)-7-acetoxy-4-methylcoumarin (500 mg) in THF (10 mL) and 1N aqueous sodium hydroxide (10 mL) was stirred for 1 h. The mixture is acidified to pH=1 with concentrated HCl and extracted with EtOAc 1 water. The organic layer was washed with brine and dried over MgSO4. Evaporation of the solvent and trituration of the residue with ether gave the title compound (140 mg) Reactants: CC1(CN(S(N1)(=O)=O)[P+](C1=CC=CC=C1)(C1=CC=CC=C1)C1=CC=CC=C1)C ((4,4-Dimethyl-1,1-dioxido-1,2,5-thiadiazolidin-2-yl)triphenylphosphonium), 3-endo-hydroxy-8-azabicyclo[3.2.1]octane-8-carboxylic acid tert-butyl ester, FC(C1=CC=C(C=C1)C1=CC(=CC=C1)O)(F)F (4′-trifluoromethylbiphenyl-3-ol), C1CCOC1 (THF). Product: FC(C1=CC=C(C=C1)C1=CC(=CC=C1)OC1CC2CCC(C1)N2)(F)F (3-(4′-trifluoromethylbiphenyl-3-yloxy)-8-azabicyclo[3.2.1]octane). As a reaction SMILES: [CH3:1][C:2]1(C)NS(=O)(=O)[N:4]([P+](C2C=CC=CC=2)(C2C=CC=CC=2)C2C=CC=CC=2)[CH2:3]1.[F:29][C:30]([F:45])([F:44])[C:31]1[CH:36]=[CH:35][C:34]([C:37]2[CH:42]=[CH:41][CH:40]=[C:39]([OH:43])[CH:38]=2)=[CH:33][CH:32]=1.[CH2:46]1[CH2:50]O[CH2:48][CH2:47]1>>[F:29][C:30]([F:44])([F:45])[C:31]1[CH:32]=[CH:33][C:34]([C:37]2[CH:42]=[CH:41][CH:40]=[C:39]([O:43][CH:46]3[CH2:50][CH:3]4[NH:4][CH:48]([CH2:1][CH2:2]4)[CH2:47]3)[CH:38]=2)=[CH:35][CH:36]=1. Procedure details: (4,4-Dimethyl-1,1-dioxido-1,2,5-thiadiazolidin-2-yl)triphenylphosphonium (172 mg, 0.420 mmol) was added to a solution of 3-endo-hydroxy-8-azabicyclo[3.2.1]octane-8-carboxylic acid tert-butyl ester (95 mg, 0.42 mmol), and 4′-trifluoromethylbiphenyl-3-ol (50 mg, 0.21 mmol) in THF (2 mL). The reaction mixture was stirred for 18 hat ambient temperature. Volatiles were removed under reduced pressure. The resultant material was dissolved in DCM (1 mL) and TFA (1 mL) was added. The reaction mixture was...